From a dataset of the Open Reaction Database (ORD), a public repository of structured organic reaction records. describe an organic reaction: reactants, conditions, products, and yield Reactants: [Li]CCCC, CC(=O)O, CC(C)NC(C)C, COCc1ccc(C=O)c(N)n1, C1CCOC1. Yields the product C#Cc1ccc(COC)nc1N. As a reaction SMILES: [CH2:8]([Li:9])[CH2:10][CH2:11][CH3:12].[CH3:30][C:31](=[O:32])[OH:33].[CH:1]([NH:2][CH:3]([CH3:4])[CH3:5])([CH3:6])[CH3:7].[NH2:13][c:14]1[n:15][c:16]([CH2:22][O:23][CH3:24])[cH:17][cH:18][c:19]1[CH:20]=[O:21].[O:25]1[CH2:26][CH2:27][CH2:28][CH2:29]1>>[CH:1]#[C:20][c:19]1[c:14]([NH2:13])[n:15][c:16]([CH2:22][O:23][CH3:24])[cH:17][cH:18]1. Starting materials: BrC=1C(=NC(=NC1)C)OC[C@@H]1[C@H](C1)C1=NC=C(C=C1)OC (5-bromo-4-{[(1S,2S)-2-(5-methoxypyridin-2-yl)cyclopropyl]-methoxy}-2-methylpyrimidine), CN1N=CC(=C1)B1OC(C(O1)(C)C)(C)C (1-methyl-4-(4,4,5,5-tetramethyl-1,3,2-dioxaborolan-2-yl)-1H-pyrazole), P(=O)([O-])([O-])[O-].[K+].[K+].[K+] (tripotassium phosphate), COC=1C=CC=C(C1C=2C=CC=CC2P(C3CCCCC3)C4CCCCC4)OC (S-Phos). Reagents/catalysts: CC(=O)[O-].CC(=O)[O-].[Pd+2] (Pd(OAc)2). Solvent: C1CCOC1 (THF), O (water), CCOC(=O)C (EtOAc). Run at temperature 100 celsius. Yields the product COC=1C=CC(=NC1)[C@@H]1[C@H](C1)COC1=NC(=NC=C1C=1C=NN(C1)C)C (4-{[(1S,2S)-2-(5-methoxypyridin-2-yl)cyclopropyl]methoxy}-2-methyl-5-(1-methyl-1H-pyrazol-4-yl)pyrimidine). Reaction SMILES: Br[C:2]1[C:3]([O:9][CH2:10][C@H:11]2[CH2:13][C@@H:12]2[C:14]2[CH:19]=[CH:18][C:17]([O:20][CH3:21])=[CH:16][N:15]=2)=[N:4][C:5]([CH3:8])=[N:6][CH:7]=1.[CH3:22][N:23]1[CH:27]=[C:26](B2OC(C)(C)C(C)(C)O2)[CH:25]=[N:24]1.P([O-])([O-])([O-])=O.[K+].[K+].[K+].COC1C=CC=C(OC)C=1C1C=CC=CC=1P(C1CCCCC1)C1CCCCC1>C1COCC1.O.CCOC(C)=O.CC([O-])=O.CC([O-])=O.[Pd+2]>[CH3:21][O:20][C:17]1[CH:18]=[CH:19][C:14]([C@H:12]2[CH2:13][C@@H:11]2[CH2:10][O:9][C:3]2[C:2]([C:26]3[CH:25]=[N:24][N:23]([CH3:22])[CH:27]=3)=[CH:7][N:6]=[C:5]([CH3:8])[N:4]=2)=[N:15][CH:16]=1 |f:2.3.4.5,10.11.12|. Procedure: A mixture of 5-bromo-4-{[(1S,2S)-2-(5-methoxypyridin-2-yl)cyclopropyl]-methoxy}-2-methylpyrimidine (MM3) (400 mg, 1.1 mmol), 1-methyl-4-(4,4,5,5-tetramethyl-1,3,2-dioxaborolan-2-yl)-1H-pyrazole (420 mg, 2.0 mmol), tripotassium phosphate (600 mg, 2.8 mmol), S-Phos (46 mg, 0.1 mmol), and Pd(OAc)2 (12.6 mg, 0.6 mmol) in THF (4.8 mL) and water (0.8 mL) was heated at 100° C. for 1 hour. The reaction mixture was allowed to cool to room temperature, and then diluted with EtOAc (10 mL), washed with sodi...